From a dataset of the Open Reaction Database (ORD), a public repository of structured organic reaction records. describe an organic reaction: reactants, conditions, products, and yield The reactants are N1CCC(C(=O)N)CC1 (isonipecotamide), C(C)(=O)O (acetic acid), C(C)(=O)O[BH-](OC(C)=O)OC(C)=O.[Na+] (sodium triacetoxyborohydride), C([O-])([O-])=O.[Na+].[Na+] (sodium carbonate), ClC1=C2CNC(C2=C(C=C1)C=1N(C2=CC=C(C=C2C1)C=O)C(=O)OC(C)(C)C)=O (4-chloro-7-[1-(tert-butoxycarbonyl)-5-formylindol-2-yl]isoindolinone). The solvent is O (water), C(C)#N (acetonitrile). Product: ClC1=C2CNC(C2=C(C=C1)C=1N(C2=CC=C(C=C2C1)CN1CCC(CC1)C(=O)OC)C(=O)OC(C)(C)C)=O (4-chloro-7-[1-(tert-butoxycarbonyl)-5-(4-methoxycarbonylpiperidinomethyl)indol-2-yl]isoindolinone). The yield is 67.7%. As a reaction SMILES: [Cl:1][C:2]1[CH:10]=[CH:9][C:8]([C:11]2[N:12]([C:22]([O:24][C:25]([CH3:28])([CH3:27])[CH3:26])=[O:23])[C:13]3[C:18]([CH:19]=2)=[CH:17][C:16]([CH:20]=O)=[CH:15][CH:14]=3)=[C:7]2[C:3]=1[CH2:4][NH:5][C:6]2=[O:29].[NH:30]1[CH2:38][CH2:37][CH:33]([C:34](N)=[O:35])[CH2:32][CH2:31]1.[C:39](O)(=[O:41])C.C(O[BH-](OC(=O)C)OC(=O)C)(=O)C.[Na+].C(=O)([O-])[O-].[Na+].[Na+]>C(#N)C.O>[Cl:1][C:2]1[CH:10]=[CH:9][C:8]([C:11]2[N:12]([C:22]([O:24][C:25]([CH3:26])([CH3:27])[CH3:28])=[O:23])[C:13]3[C:18]([CH:19]=2)=[CH:17][C:16]([CH2:20][N:30]2[CH2:38][CH2:37][CH:33]([C:34]([O:41][CH3:39])=[O:35])[CH2:32][CH2:31]2)=[CH:15][CH:14]=3)=[C:7]2[C:3]=1[CH2:4][NH:5][C:6]2=[O:29] |f:3.4,5.6.7|. Reported procedure: In a similar manner to Step 2 of Example 6, 4-chloro-7-[1-(tert-butoxycarbonyl)-5-formylindol-2-yl]isoindolinone (40.0 mg, 0.0974 mmol) was dissolved in acetonitrile (3 mL), and the solution was treated with isonipecotamide (154 mg, 1.20 mmol), acetic acid (0.896 mL, 15.7 mmol) and sodium triacetoxyborohydride (188 mg, 0.887 mmol). The reaction mixture was added with water and sodium carbonate to adjust the pH to 9. The mixture was extracted with ethyl acetate. The organic layer was washed with ... Reactants: S1CCC(CC1)=NO (tetrahydro-4H-thiopyran-4-one oxime), ClC1=CC=C(C=C1)N1CCN(CC1)CCCC(=O)OCC (ethyl 4-(4-(4-chlorophenyl)piperazin-1-yl)-n-butyrate). Yields the product ClC1=CC=C(C=C1)N1CCN(CC1)CCCC1=C2C(=NO1)CCSC2 (3-(3-(4-(4chlorophenyl)piperazin-1-yl)propyl)-6,7-dihydro-4H-thiopyrano[4,3-c]isoxazole). As a reaction SMILES: [S:1]1[CH2:6][CH2:5][C:4](=[N:7][OH:8])[CH2:3][CH2:2]1.[Cl:9][C:10]1[CH:15]=[CH:14][C:13]([N:16]2[CH2:21][CH2:20][N:19]([CH2:22][CH2:23][CH2:24][C:25](OCC)=O)[CH2:18][CH2:17]2)=[CH:12][CH:11]=1>>[Cl:9][C:10]1[CH:11]=[CH:12][C:13]([N:16]2[CH2:17][CH2:18][N:19]([CH2:22][CH2:23][CH2:24][C:25]3[O:8][N:7]=[C:4]4[CH2:3][CH2:2][S:1][CH2:6][C:5]=34)[CH2:20][CH2:21]2)=[CH:14][CH:15]=1. Procedure: By the same reaction and treatment as in Example 48 using tetrahydro-4H-thiopyran-4-one oxime and ethyl 4-(4-(4-chlorophenyl)piperazin-1-yl)-n-butyrate, 3-(3-(4-(4chlorophenyl)piperazin-1-yl)propyl)-6,7-dihydro-4H-thiopyrano[4,3-c]isoxazole is obtained. Reactants: B, CCO, CC(CCl)C(=O)c1ccc(Cc2cccnc2)cc1, [Na]. Yields the product CC(CCl)C(O)c1ccc(Cc2cccnc2)cc1. As a reaction SMILES: [BH3:20].[CH3:22][CH2:23][OH:24].[Cl:1][CH2:2][CH:3]([C:4](=[O:5])[c:6]1[cH:7][cH:8][c:9]([CH2:10][c:11]2[cH:12][n:13][cH:14][cH:15][cH:16]2)[cH:17][cH:18]1)[CH3:19].[Na:21]>>[Cl:1][CH2:2][CH:3]([CH:4]([OH:5])[c:6]1[cH:7][cH:8][c:9]([CH2:10][c:11]2[cH:12][n:13][cH:14][cH:15][cH:16]2)[cH:17][cH:18]1)[CH3:19]. RXN SMILES: [Br:1][C:2]1[CH:3]=[C:4]([CH:8]=[CH:9][C:10]=1[CH3:11])[C:5]([NH2:7])=O.C(O)C>C1COCC1>[Br:1][C:2]1[CH:3]=[C:4]([CH2:5][NH2:7])[CH:8]=[CH:9][C:10]=1[CH3:11]. Run at temperature 50 celsius, time 5 day. Yields the product BrC=1C=C(C=CC1C)CN ([(3-Bromo-4-methylphenyl)methyl]amine). Procedure: To 3-bromo-4-methylbenzamide (2.14 g, 10 mmol) in THF (10 mL) was added borane dimethyl sulfide complex (2 mL, 20 mmol) at 0° C. The mixture was then heated to 50° C. for 16 h. Additional borane dimethyl sulfide complex (1 mL, 10 mmol) was added and heating continued at 60° C. for an additional 5 days. The reaction was cooled to room temperature and ethanol was cautiously added. When bubbling ceased, 1N HCl was added until pH was ˜2. The mixture was stirred at 50° C. for 4 h. The mixture was par... Solvent: C1CCOC1 (THF). Reactants: BrC=1C=C(C(=O)N)C=CC1C (3-bromo-4-methylbenzamide), C(C)O (ethanol).